From a dataset of the Open Reaction Database (ORD), a public repository of structured organic reaction records. describe an organic reaction: reactants, conditions, products, and yield The reactants are N1=CC=CC=C1 (pyridine), Cl.CN(CCCN=C=NCC)C (N-[3-(dimethylamino)propyl]-N′-ethylcarbodiimide hydrochloride), N1(CCOCC1)C=1N=C(NC(C1)=O)CC(=O)[O-].[Na+] (sodium [4-(morpholin-4-yl)-6-oxo-1,6-dihydropyrimidin-2-yl]acetate), 1,2-dihydro-3-spiro-1′-cyclopropyl-1H-indole, CN(C=O)C (N,N-dimethylformamide), 7,507,748 B2, CN(C=O)C (N,N-dimethylformamide), O (water). The solvent is C(C)(=O)OCC (ethyl acetate). Reaction conditions: time 10 minute. Yields the product N1(CCOCC1)C1=CC(NC(=N1)CC(N1CC2(C3=CC=CC=C13)CC2)=O)=O (6-(morpholin-4-yl)-2-[2-oxo-2-(spiro[cyclopropan-1,3′-indol]-1′(2′H)-yl)ethyl]pyrimidin-4(3H)-one). RXN SMILES: N1[CH:6]=[CH:5][CH:4]=[CH:3][CH:2]=1.Cl.CN(C)[CH2:10][CH2:11][CH2:12][N:13]=[C:14]=NCC.[N:19]1([C:25]2[N:26]=[C:27]([CH2:32][C:33]([O-:35])=O)[NH:28][C:29](=[O:31])[CH:30]=2)[CH2:24][CH2:23][O:22][CH2:21][CH2:20]1.[Na+].O.[CH3:38]N(C)C=O>C(OCC)(=O)C>[N:19]1([C:25]2[N:26]=[C:27]([CH2:32][C:33](=[O:35])[N:13]3[C:14]4[C:2](=[CH:3][CH:4]=[CH:5][CH:6]=4)[C:11]4([CH2:10][CH2:38]4)[CH2:12]3)[NH:28][C:29](=[O:31])[CH:30]=2)[CH2:20][CH2:21][O:22][CH2:23][CH2:24]1 |f:1.2,3.4|. Procedure details: 0.14 ml of pyridine and 216 mg of N-[3-(dimethylamino)propyl]-N′-ethylcarbodiimide hydrochloride are successively added to a suspension of 222 mg of sodium [4-(morpholin-4-yl)-6-oxo-1,6-dihydropyrimidin-2-yl]acetate obtained in the previous step (example 1d, step 2d) in 1 ml of N,N-dimethylformamide. After stirring at ambient temperature for 10 minutes, a solution of 136 mg of 1,2-dihydro-3-spiro-1′-cyclopropyl-1H-indole (which can be prepared according to U.S. Pat. No. 7,507,748 B2 (2009)) in 4... Starting materials: CCCCN, O=C(O)c1ccc2c(=O)nc(-c3ccccn3)sc2c1, C1CCOC1. Product: CCCCNC(=O)c1ccc2c(=O)nc(-c3ccccn3)sc2c1. As a reaction SMILES: [CH2:21]([CH2:22][CH2:23][CH3:24])[NH2:25].[O:1]=[c:2]1[n:3][c:4](-[c:15]2[n:16][cH:17][cH:18][cH:19][cH:20]2)[s:5][c:6]2[c:7]1[cH:8][cH:9][c:10]([C:12](=[O:13])[OH:14])[cH:11]2.[O:26]1[CH2:27][CH2:28][CH2:29][CH2:30]1>>[O:1]=[c:2]1[n:3][c:4](-[c:15]2[n:16][cH:17][cH:18][cH:19][cH:20]2)[s:5][c:6]2[c:7]1[cH:8][cH:9][c:10]([C:12](=[O:14])[NH:25][CH2:21][CH2:22][CH2:23][CH3:24])[cH:11]2. Reactants: ClC1=NC(=C2N=C(N(C2=N1)C)CN1CCC(CC1)C(C)(C)O)N1CCOCC1 (2-(1-((2-Chloro-9-methyl-6-morpholino-9H-purin-8-yl)methyl)piperidin-4-yl)propan-2-ol), C(C1=CC=CC=C1)N(C1=NC2=C(N1)C=CC=C2)CC2=CC=CC=C2 (N,N-dibenzyl-1H-benzo[d]imidazol-2-amine). Yields the product C(C1=CC=CC=C1)N(C1=NC2=C(N1C1=NC(=C3N=C(N(C3=N1)C)CN1CCC(CC1)C(C)(C)O)N1CCOCC1)C=CC=C2)CC2=CC=CC=C2 (2-(1-((2-(2-(dibenzylamino)-1H-benzo[d]imidazol-1-yl)-9-methyl-6-morpholino-9H-purin-8-yl)methyl)piperidin-4-yl)propan-2-ol). RXN SMILES: Cl[C:2]1[N:10]=[C:9]2[C:5]([N:6]=[C:7]([CH2:12][N:13]3[CH2:18][CH2:17][CH:16]([C:19]([OH:22])([CH3:21])[CH3:20])[CH2:15][CH2:14]3)[N:8]2[CH3:11])=[C:4]([N:23]2[CH2:28][CH2:27][O:26][CH2:25][CH2:24]2)[N:3]=1.[CH2:29]([N:36]([CH2:46][C:47]1[CH:52]=[CH:51][CH:50]=[CH:49][CH:48]=1)[C:37]1[NH:41][C:40]2[CH:42]=[CH:43][CH:44]=[CH:45][C:39]=2[N:38]=1)[C:30]1[CH:35]=[CH:34][CH:33]=[CH:32][CH:31]=1>>[CH2:46]([N:36]([CH2:29][C:30]1[CH:35]=[CH:34][CH:33]=[CH:32][CH:31]=1)[C:37]1[N:41]([C:2]2[N:10]=[C:9]3[C:5]([N:6]=[C:7]([CH2:12][N:13]4[CH2:14][CH2:15][CH:16]([C:19]([OH:22])([CH3:20])[CH3:21])[CH2:17][CH2:18]4)[N:8]3[CH3:11])=[C:4]([N:23]3[CH2:28][CH2:27][O:26][CH2:25][CH2:24]3)[N:3]=2)[C:40]2[CH:42]=[CH:43][CH:44]=[CH:45][C:39]=2[N:38]=1)[C:47]1[CH:48]=[CH:49][CH:50]=[CH:51][CH:52]=1. Procedure details: 2-(1-((2-Chloro-9-methyl-6-morpholino-9H-purin-8-yl)methyl)piperidin-4-yl)propan-2-ol (0.35 g) was reacted with N,N-dibenzyl-1H-benzo[d]imidazol-2-amine via General Procedure J for Buchwald coupling to give 255 mg of 2-(1-((2-(2-(dibenzylamino)-1H-benzo[d]imidazol-1-yl)-9-methyl-6-morpholino-9H-purin-8-yl)methyl)piperidin-4-yl)propan-2-ol following flash chromatography. Starting materials: Cl.N1[C@@H]2[C@H](C[C@H]1C(=O)OCC1=CC=CC=C1)CCC2 ((2S,3aS,6aS)-benzyl octahydrocyclopenta[b]pyrrole-2-carboxylate hydrochloride), C(=O)(OC(C)(C)C)OC(=O)OC(C)(C)C (Di-tert-butyl dicarbonate), C(C)(C)N(C(C)C)CC (N,N-diisopropylethylamine). The reagents and catalysts are CN(C1=CC=NC=C1)C (4-(Dimethylamino)pyridine). The solvent is C(Cl)Cl (methylene chloride). Run at time 16 hour. Product: N1C2C(CC1C(=O)O)CCC2 (octahydrocyclopenta[b]pyrrole-2-carboxylic acid). Reaction SMILES: Cl.[NH:2]1[C@H:6]([C:7]([O:9]CC2C=CC=CC=2)=[O:8])[CH2:5][C@@H:4]2[CH2:17][CH2:18][CH2:19][C@H:3]12.C(OC(OC(C)(C)C)=O)(OC(C)(C)C)=O.C(N(CC)C(C)C)(C)C>C(Cl)Cl.CN(C)C1C=CN=CC=1>[NH:2]1[CH:6]([C:7]([OH:9])=[O:8])[CH2:5][CH:4]2[CH2:17][CH2:18][CH2:19][CH:3]12 |f:0.1|. Procedure details: To a solution of commercially available (2S,3aS,6aS)-benzyl octahydrocyclopenta[b]pyrrole-2-carboxylate hydrochloride (4.70 g, 16.68 mmol) in methylene chloride (42 mL) was added Di-tert-butyl dicarbonate (7.28 g, 33.36 mmol), N,N-diisopropylethylamine (5.82 mL, 33.36 mmol) and 4-(Dimethylamino)pyridine (0.20 g, 1.67 mmol). The solution was stirred under air for 16 hours. Upon completion, the reaction was concentrated in vacuo, diluted in ethyl acetate, and washed with 1N HCl. The aqueous layers...